This data is from the Open Reaction Database (ORD), a public repository of structured organic reaction records. The task is: describe an organic reaction: reactants, conditions, products, and yield Reactants: C1(=CC=CC=C1)C1=CC=C(CCl)C=C1 (4-phenylbenzyl chloride), CN(C)C (trimethylamine). Run in C1(=CC=CC=C1)C (toluene). Run at temperature 60 celsius, time 3.7 hour. The product is [Cl-].CC1=CC=C(C[N+](C)(C)C)C=C1 ((4-methylbenzyl)-trimethylammonium chloride). Reaction SMILES: [C:1]1([C:7]2[CH:14]=[CH:13][C:10]([CH2:11][Cl:12])=[CH:9][CH:8]=2)C=CC=CC=1.[CH3:15][N:16]([CH3:18])[CH3:17]>C1(C)C=CC=CC=1>[Cl-:12].[CH3:1][C:7]1[CH:14]=[CH:13][C:10]([CH2:11][N+:16]([CH3:18])([CH3:17])[CH3:15])=[CH:9][CH:8]=1 |f:3.4|. Procedure: A mixture of 3.0 g (14.8 mmol) of 4-phenylbenzyl chloride, 10 ml of toluene and 5.6 ml (26.6 mmol) of a 30 wt % trimethylamine aqueous solution was stirred for 3.7 hours at 60° C. The reaction solution was separated, and the resulted aqueous layer was washed with t-butyl methyl ether. The aqueous layer was filtrated through celite, and the filtrate was concentrated to obtain 4.07 g of (4-methylbenzyl)-trimethylammonium chloride having a melting point of 204.8° C. Starting materials: CC[Zn]CC, ClCCl, [Cl-], C=CN1C(=O)CCCc2c(F)c(F)cc(F)c21, ICI, [NH4+], O=C(O)C(F)(F)F. The product is O=C1CCCc2c(F)c(F)cc(F)c2N1C1CC1. Reaction SMILES: [CH2:1]([Zn:2][CH2:3][CH3:4])[CH3:5].[CH2:35]([Cl:36])[Cl:37].[Cl-:33].[F:16][c:17]1[c:18]([F:32])[cH:19][c:20]([F:31])[c:21]2[c:27]1[CH2:26][CH2:25][CH2:24][C:23](=[O:28])[N:22]2[CH:29]=[CH2:30].[I:13][CH2:14][I:15].[NH4+:34].[OH:6][C:7]([C:8]([F:9])([F:10])[F:11])=[O:12]>>[CH2:1]1[CH:29]([N:22]2[c:21]3[c:20]([F:31])[cH:19][c:18]([F:32])[c:17]([F:16])[c:27]3[CH2:26][CH2:25][CH2:24][C:23]2=[O:28])[CH2:30]1. Starting materials: CC(C)(C)OC(=O)N1CCCC1COS(C)(=O)=O, O=C([O-])[O-], CN1CCCN(C)C1=O, O=C(c1c[nH]c2cc(Cl)ccc12)C(F)(F)F, [Cs+], [Cs+], O. Yields the product CC(C)(C)OC(=O)N1CCCC1Cn1cc(C(=O)C(F)(F)F)c2ccc(Cl)cc21. RXN SMILES: [C:17]([CH3:18])([CH3:19])([CH3:20])[O:21][C:22](=[O:23])[N:24]1[CH:25]([CH2:29][O:30][S:31]([CH3:32])(=[O:33])=[O:34])[CH2:26][CH2:27][CH2:28]1.[C:35](=[O:36])([O-:37])[O-:38].[CH3:41][N:42]1[CH2:43][CH2:44][CH2:45][N:46]([CH3:47])[C:48]1=[O:49].[Cl:1][c:2]1[cH:3][cH:4][c:5]2[c:6]([C:11]([C:12]([F:13])([F:14])[F:15])=[O:16])[cH:7][nH:8][c:9]2[cH:10]1.[Cs+:39].[Cs+:40].[OH2:50]>>[Cl:1][c:2]1[cH:3][cH:4][c:5]2[c:6]([C:11]([C:12]([F:13])([F:14])[F:15])=[O:16])[cH:7][n:8]([CH2:29][CH:25]3[N:24]([C:22]([O:21][C:17]([CH3:18])([CH3:19])[CH3:20])=[O:23])[CH2:28][CH2:27][CH2:26]3)[c:9]2[cH:10]1. Reactants: CCc1noc(C)c1NC(=O)OCC[Si](C)(C)C, CCCC[N+](CCCC)(CCCC)CCCC, [F-], C1CCOC1. The product is CCc1noc(C)c1N. RXN SMILES: [CH3:1][Si:2]([CH3:3])([CH3:4])[CH2:5][CH2:6][O:16][C:17]([NH:7][c:8]1[c:9]([CH2:14][CH3:15])[n:10][o:11][c:12]1[CH3:13])=[O:18].[CH3:20][CH2:21][CH2:22][CH2:23][N+:24]([CH2:25][CH2:26][CH2:27][CH3:28])([CH2:29][CH2:30][CH2:31][CH3:32])[CH2:33][CH2:34][CH2:35][CH3:36].[F-:19].[O:37]1[CH2:38][CH2:39][CH2:40][CH2:41]1>>[NH2:7][c:8]1[c:9]([CH2:14][CH3:15])[n:10][o:11][c:12]1[CH3:13]. The reactants are CCOC(=O)Cl, c1ccc(CSc2ncc(CN3CCOCC3)s2)cc1, C1CCOC1. The product is ClCc1cnc(SCc2ccccc2)s1. RXN SMILES: [CH2:1]([O:2][C:4](=[O:3])[Cl:6])[CH3:5].[CH2:7]([c:8]1[cH:9][cH:10][cH:11][cH:12][cH:13]1)[S:14][c:15]1[s:16][c:17]([CH2:20][N:21]2[CH2:22][CH2:23][O:24][CH2:25][CH2:26]2)[cH:18][n:19]1.[O:27]1[CH2:28][CH2:29][CH2:30][CH2:31]1>>[CH2:4]([Cl:6])[c:17]1[s:16][c:15]([S:14][CH2:7][c:8]2[cH:9][cH:10][cH:11][cH:12][cH:13]2)[n:19][cH:18]1. Starting materials: C1CCOC1, COCCCO, CC(C)OC(=O)N=NC(=O)OC(C)C, Oc1ccccc1I, c1ccc(P(c2ccccc2)c2ccccc2)cc1. Product: COCCCOc1ccccc1I. Reaction SMILES: [CH2:48]1[O:49][CH2:50][CH2:51][CH2:52]1.[CH3:9][O:10][CH2:11][CH2:12][CH2:13][OH:14].[O:34]=[C:35]([O:36][CH:37]([CH3:38])[CH3:39])[N:40]=[N:41][C:42]([O:43][CH:44]([CH3:45])[CH3:46])=[O:47].[OH:1][c:2]1[cH:3][cH:4][cH:5][cH:6][c:7]1[I:8].[c:15]1([P:16]([c:17]2[cH:18][cH:19][cH:20][cH:21][cH:22]2)[c:23]2[cH:24][cH:25][cH:26][cH:27][cH:28]2)[cH:29][cH:30][cH:31][cH:32][cH:33]1>>[O:1]([c:2]1[cH:3][cH:4][cH:5][cH:6][c:7]1[I:8])[CH2:13][CH2:12][CH2:11][O:10][CH3:9]. Reactants: C(C1=CC=CC=C1)OC(=O)N1CCC(CC1)C(=O)NN (N-Benzyloxycarbonyl-4-(hydrazinocarbonyl)piperidine), CN=C=S (methyl isothiocyanate). Run in C1(=CC=CC=C1)C (toluene), C1(=CC=CC=C1)C (toluene). Yields the product C(C1=CC=CC=C1)OC(=O)N1CCC(CC1)C(=O)NNC(=S)NC (N-Benzyloxycarbonyl-4-(N4-methyl(thiosemicarbazido)carbonyl)piperidine). Isolated yield 95.9%. As a reaction SMILES: [CH2:1]([O:8][C:9]([N:11]1[CH2:16][CH2:15][CH:14]([C:17]([NH:19][NH2:20])=[O:18])[CH2:13][CH2:12]1)=[O:10])[C:2]1[CH:7]=[CH:6][CH:5]=[CH:4][CH:3]=1.[CH3:21][N:22]=[C:23]=[S:24]>C1(C)C=CC=CC=1>[CH2:1]([O:8][C:9]([N:11]1[CH2:12][CH2:13][CH:14]([C:17]([NH:19][NH:20][C:23]([NH:22][CH3:21])=[S:24])=[O:18])[CH2:15][CH2:16]1)=[O:10])[C:2]1[CH:7]=[CH:6][CH:5]=[CH:4][CH:3]=1. Procedure details: N-Benzyloxycarbonyl-4-(hydrazinocarbonyl)piperidine (231 g) was dissolved in toluene (500 ml) and a solution of methyl isothiocyanate (90 g) in toluene (50 ml) was added with stirring. After lhr the resulting precipitate was separated, washed with ether and dried to give the title compound (280 g).